Task: describe an organic reaction: reactants, conditions, products, and yield. Dataset: the Open Reaction Database (ORD), a public repository of structured organic reaction records Starting materials: C(=O)(C(=O)OC)Cl (methoxalyl chloride), O(C1=CC=CC=C1)CC1=CCCCO1 (6-phenoxymethyl-2,3dihydropyran), N1=CC=CC=C1 (pyridine). The reagents and catalysts are CN(C1=CC=NC=C1)C (p-dimethylaminopyridine). Run in C(Cl)Cl (methylene chloride). Conditions: time 8 hour. Product: O(C1=CC=CC=C1)CC1=C(CCCO1)C(C(=O)OC)=O (Methyl 6-phenoxymethyl-2,3-dihydropyran-5-ylglyoxylate). Isolated yield 36.2%. Reaction SMILES: [C:1](Cl)([C:3]([O:5][CH3:6])=[O:4])=[O:2].[O:8]([CH2:15][C:16]1[O:21][CH2:20][CH2:19][CH2:18][CH:17]=1)[C:9]1[CH:14]=[CH:13][CH:12]=[CH:11][CH:10]=1.N1C=CC=CC=1>CN(C)C1C=CN=CC=1.C(Cl)Cl>[O:8]([CH2:15][C:16]1[O:21][CH2:20][CH2:19][CH2:18][C:17]=1[C:1](=[O:2])[C:3]([O:5][CH3:6])=[O:4])[C:9]1[CH:14]=[CH:13][CH:12]=[CH:11][CH:10]=1. Procedure: 35 g (0.29 mol) of methoxalyl chloride are added dropwise to 31 g (0.16 mol) of 6-phenoxymethyl-2,3dihydropyran (Example 7c), 39.5 g (0.5 mol) of pyridine and 2.5 g (0.02 mol) of p-dimethylaminopyridine in 200 ml of methylene chloride. During this procedure, the reaction mixture warms up to 30°-35 ° C. Stirring is carried out overnight and the reaction mixture is then poured onto water. The aqueous phase is separated off and the organic phase is extracted once again with water. The organic phase... Reagents/catalysts: [OH-].[Pd+2].[OH-] (palladium hydroxide). Reactants: [H][H] (hydrogen), C(C1=CC=CC=C1)OC1=CC(=C(C[C@H]2C(N(CC2)[C@@H]2CC[C@H](CC2)O[Si](C(C)C)(C(C)C)C(C)C)=O)C(=C1)Cl)Cl ((R)-3-(4-Benzyloxy-2,6-dichloro-benzyl)-trans-1-(4-triisopropylsilanyloxy-cyclohexyl)-pyrrolidin-2-one), [H][H] (hydrogen). Procedure details: Stir (R)-3-(4-Benzyloxy-2,6-dichloro-benzyl)-trans-1-(4-triisopropylsilanyloxy-cyclohexyl)-pyrrolidin-2-one (Preparation 17) (1.83 g, 3.03 mmol) and palladium hydroxide (20% on carbon) (0.200 g, 10% by weight) in 100 ml of Ethyl Acetate. Bubble hydrogen gas through the solution while stirring at room temperature for 5 minutes. Stir the mixture under the hydrogen gas atmosphere for 5 hours. Filter through celite and strip the solvent to receive 1.42 g of the title compound (91%). Mass spectrum (a... The product is ClC1=C(C[C@H]2C(N(CC2)[C@@H]2CC[C@H](CC2)O[Si](C(C)C)(C(C)C)C(C)C)=O)C(=CC(=C1)O)Cl ((R)-3-(2,6-Dichloro-4-hydroxy-benzyl)-trans-1-(4-triisopropylsilanyloxy-cyclohexyl)pyrrolidin-2-one). As a reaction SMILES: C([O:8][C:9]1[CH:38]=[C:37]([Cl:39])[C:12]([CH2:13][C@@H:14]2[CH2:18][CH2:17][N:16]([C@H:19]3[CH2:24][CH2:23][C@H:22]([O:25][Si:26]([CH:33]([CH3:35])[CH3:34])([CH:30]([CH3:32])[CH3:31])[CH:27]([CH3:29])[CH3:28])[CH2:21][CH2:20]3)[C:15]2=[O:36])=[C:11]([Cl:40])[CH:10]=1)C1C=CC=CC=1.[H][H]>C(OCC)(=O)C.[OH-].[Pd+2].[OH-]>[Cl:39][C:37]1[CH:38]=[C:9]([OH:8])[CH:10]=[C:11]([Cl:40])[C:12]=1[CH2:13][C@@H:14]1[CH2:18][CH2:17][N:16]([C@H:19]2[CH2:20][CH2:21][C@H:22]([O:25][Si:26]([CH:27]([CH3:28])[CH3:29])([CH:33]([CH3:34])[CH3:35])[CH:30]([CH3:31])[CH3:32])[CH2:23][CH2:24]2)[C:15]1=[O:36] |f:3.4.5|. Run in C(C)(=O)OCC (Ethyl Acetate).